The task is: describe an organic reaction: reactants, conditions, products, and yield. This data is from the Open Reaction Database (ORD), a public repository of structured organic reaction records. The reactants are BrCC(=O)C1CC1 (2-Bromo-1-cyclopropyl-ethanone), C(C)(C)(C)OC(NC1CCNCC1)=O (piperidin-4-yl-carbamic acid tert-butyl ester), C([O-])([O-])=O.[K+].[K+] (potassium carbonate). Solvent: CN(C=O)C (N,N-dimethylformamide). Conditions: temperature 60 celsius, time 4 hour. Product: C(C)(C)(C)OC(NC1CCN(CC1)CC(=O)C1CC1)=O ([1-(2-cyclopropyl-2-oxo-ethyl)-piperidin-4-yl]-carbamic acid tert-butyl ester). The yield is 104.5%. Reaction SMILES: Br[CH2:2][C:3]([CH:5]1[CH2:7][CH2:6]1)=[O:4].[C:8]([O:12][C:13](=[O:21])[NH:14][CH:15]1[CH2:20][CH2:19][NH:18][CH2:17][CH2:16]1)([CH3:11])([CH3:10])[CH3:9].C(=O)([O-])[O-].[K+].[K+]>CN(C)C=O>[C:8]([O:12][C:13](=[O:21])[NH:14][CH:15]1[CH2:20][CH2:19][N:18]([CH2:2][C:3]([CH:5]2[CH2:7][CH2:6]2)=[O:4])[CH2:17][CH2:16]1)([CH3:11])([CH3:9])[CH3:10] |f:2.3.4|. Procedure details: 2-Bromo-1-cyclopropyl-ethanone (244 mg, 1.44 mmol, 1.0 eq) is added at room temperature to a stirred solution of piperidin-4-yl-carbamic acid tert-butyl ester (300 mg, 1.44 mmol, 1.0 eq) in N,N-dimethylformamide (12 mL), followed by potassium carbonate (200 mg, 1.44 mmol, 1.0 eq). After 4 hours stirring at 60° C., solvent is evaporated and the residue is extracted with dichloromethane (3×30 mL) and water (30 mL). The combined organic layers are dried over sodium sulfate, filtered and concentrate... Reactants: C(C)(=O)C=1C=C(OC2=NC=CC=C2OCCCC2=CC=NC=C2)C=CC1 (2-(3-Acetylphenoxy)-3-[3-(pyridin-4-yl)propoxy]pyridine), [BH4-].[Na+] (sodium borohydride). Run in CO (methanol), [Cl-].[Na+].O (brine). As a reaction SMILES: [C:1]([C:4]1[CH:5]=[C:6]([CH:24]=[CH:25][CH:26]=1)[O:7][C:8]1[C:13]([O:14][CH2:15][CH2:16][CH2:17][C:18]2[CH:23]=[CH:22][N:21]=[CH:20][CH:19]=2)=[CH:12][CH:11]=[CH:10][N:9]=1)(=[O:3])[CH3:2].[BH4-].[Na+]>CO.[Cl-].[Na+].O>[OH:3][CH:1]([C:4]1[CH:5]=[C:6]([CH:24]=[CH:25][CH:26]=1)[O:7][C:8]1[C:13]([O:14][CH2:15][CH2:16][CH2:17][C:18]2[CH:19]=[CH:20][N:21]=[CH:22][CH:23]=2)=[CH:12][CH:11]=[CH:10][N:9]=1)[CH3:2] |f:1.2,4.5.6|. Yields the product OC(C)C=1C=C(OC2=NC=CC=C2OCCCC2=CC=NC=C2)C=CC1 (2-[3-(1-hydroxyethyl)phenoxy]-3-[3-(pyridin-4-yl)propoxy]pyridine). Reported procedure: 2-(3-Acetylphenoxy)-3-[3-(pyridin-4-yl)propoxy]pyridine (0.20 g, 0.3 mmol) obtained in Example 60 is dissolved in methanol (10 ml), and thereto is added sodium borohydride (0.50 g, 13 mmol), and the mixture is stirred at room temperature for 10 minutes. To the reaction solution is added a saturated brine (50 ml), and the mixture is extracted with ethyl acetate (100 ml). The organic layer is washed with a saturated brine (50 ml×2), dried over anhydrous magnesium sulfate, and concentrated under re... Run at time 10 minute. Reactants: CCCN(CCC)c1cc(CO)c(=O)n2c(-c3c(C)cc(C)cc3C)cccc12, C[N+]1([O-])CCOCC1, CC#N, CCC[N+](CCC)(CCC)CCC, ClCCl, O=[Ru](=O)(=O)[O-]. Product: CCCN(CCC)c1cc(C=O)c(=O)n2c(-c3c(C)cc(C)cc3C)cccc12. RXN SMILES: [CH2:1]([CH2:2][CH3:3])[N:4]([c:5]1[cH:6][c:7]([CH2:25][OH:26])[c:8](=[O:24])[n:9]2[c:10](-[c:15]3[c:16]([CH3:23])[cH:17][c:18]([CH3:22])[cH:19][c:20]3[CH3:21])[cH:11][cH:12][cH:13][c:14]12)[CH2:27][CH2:28][CH3:29].[CH3:30][N+:31]1([O-:37])[CH2:32][CH2:33][O:34][CH2:35][CH2:36]1.[CH3:41][C:42]#[N:43].[CH3:49][CH2:50][CH2:51][N+:52]([CH2:53][CH2:54][CH3:55])([CH2:56][CH2:57][CH3:58])[CH2:59][CH2:60][CH3:61].[Cl:38][CH2:39][Cl:40].[O-:44][Ru:45](=[O:46])(=[O:47])=[O:48]>>[CH2:1]([CH2:2][CH3:3])[N:4]([c:5]1[cH:6][c:7]([CH:25]=[O:26])[c:8](=[O:24])[n:9]2[c:10](-[c:15]3[c:16]([CH3:23])[cH:17][c:18]([CH3:22])[cH:19][c:20]3[CH3:21])[cH:11][cH:12][cH:13][c:14]12)[CH2:27][CH2:28][CH3:29]. Starting materials: CO, CCO, [H][H], O=C1c2cc([N+](=O)[O-])ccc2OCC2CCCN12. Yields the product Nc1ccc2c(c1)C(=O)N1CCCC1CO2. As a reaction SMILES: [CH3:19][OH:20].[CH3:23][CH2:24][OH:25].[H:21][H:22].[N+:1]([O-:2])(=[O:3])[c:4]1[cH:5][cH:6][c:7]2[c:8]([cH:18]1)[C:9](=[O:17])[N:10]1[CH:11]([CH2:12][O:13]2)[CH2:14][CH2:15][CH2:16]1>>[NH2:1][c:4]1[cH:5][cH:6][c:7]2[c:8]([cH:18]1)[C:9](=[O:17])[N:10]1[CH:11]([CH2:12][O:13]2)[CH2:14][CH2:15][CH2:16]1. Procedure details: 300 mg of boron tribromide was added to 3 ml of methylene chloride and the obtained solution was cooled. Into the solution was dropped a solution of 470 mg of 1-[5-methyl-1-(4-methoxy-6-methyl-2-pyrimidinyl)-4-pyrazolyl]-3-[4-(2-methylphenyl)-1-piperazinyl]-1-propanone hydrochloride in 100 ml of methylene chloride. After stirring at room temperature for 72 hours, water was added and the mixture was extracted with methylene chloride twice. The organic layer was washed with a saturated aqueous sol... Product: Cl.CC1=C(C=NN1C1=NC(=CC(=N1)O)C)C(CCN1CCN(CC1)C1=C(C=CC=C1)C)=O (1-[5-Methyl-1-(4-hydroxy-6-methyl-2-pyrimidinyl)-4-pyrazolyl]-3-[4-(2-methylphenyl)-1-piperazinyl]-1-propanone hydrochloride). Solvent: C(Cl)Cl (methylene chloride), C(Cl)Cl (methylene chloride). Reaction SMILES: B(Br)(Br)Br.[ClH:5].[CH3:6][C:7]1[N:11]([C:12]2[N:17]=[C:16]([O:18]C)[CH:15]=[C:14]([CH3:20])[N:13]=2)[N:10]=[CH:9][C:8]=1[C:21](=[O:37])[CH2:22][CH2:23][N:24]1[CH2:29][CH2:28][N:27]([C:30]2[CH:35]=[CH:34][CH:33]=[CH:32][C:31]=2[CH3:36])[CH2:26][CH2:25]1.O>C(Cl)Cl>[ClH:5].[CH3:6][C:7]1[N:11]([C:12]2[N:17]=[C:16]([OH:18])[CH:15]=[C:14]([CH3:20])[N:13]=2)[N:10]=[CH:9][C:8]=1[C:21](=[O:37])[CH2:22][CH2:23][N:24]1[CH2:29][CH2:28][N:27]([C:30]2[CH:35]=[CH:34][CH:33]=[CH:32][C:31]=2[CH3:36])[CH2:26][CH2:25]1 |f:1.2,5.6|. The yield is 32.9%. The reactants are B(Br)(Br)Br (boron tribromide), Cl.CC1=C(C=NN1C1=NC(=CC(=N1)OC)C)C(CCN1CCN(CC1)C1=C(C=CC=C1)C)=O (1-[5-methyl-1-(4-methoxy-6-methyl-2-pyrimidinyl)-4-pyrazolyl]-3-[4-(2-methylphenyl)-1-piperazinyl]-1-propanone hydrochloride), O (water). Reaction conditions: time 72 hour.